This data is from the Open Reaction Database (ORD), a public repository of structured organic reaction records. The task is: describe an organic reaction: reactants, conditions, products, and yield Starting materials: BrCCCCC#N (5-bromovaleronitrile), [Cl-].[NH4+] (ammonium chloride), [H-].[Na+] (sodium hydride), C(CC(=O)OCC=C)(=O)OCC=C (diallyl malonate). Run in O1CCOCC1 (dioxane), O1CCOCC1 (dioxane). Run at temperature 40 celsius, time 1 hour. Product: C(#N)CCCCC(C(=O)OCC=C)C(=O)OCC=C (Diallyl 2-(4-cyanobutyl)malonate). Yield: 43.0%. RXN SMILES: [H-].[Na+].[C:3]([O:12][CH2:13][CH:14]=[CH2:15])(=[O:11])[CH2:4][C:5]([O:7][CH2:8][CH:9]=[CH2:10])=[O:6].Br[CH2:17][CH2:18][CH2:19][CH2:20][C:21]#[N:22].[Cl-].[NH4+]>O1CCOCC1>[C:21]([CH2:20][CH2:19][CH2:18][CH2:17][CH:4]([C:5]([O:7][CH2:8][CH:9]=[CH2:10])=[O:6])[C:3]([O:12][CH2:13][CH:14]=[CH2:15])=[O:11])#[N:22] |f:0.1,4.5|. Procedure details: 21.71 g (542.9 mmol; 60% pure) of sodium hydride are added in portions to a solution of 100 g (542.9 mmol) of diallyl malonate in 700 ml of dry dioxane at 0° C. After gas evolution ceases, the reaction mixture is warmed to 40° C. and stirred for 1 hour. Then 43.98 g (271.5 mmol) of 5-bromovaleronitrile in 350 ml of dry dioxane are added dropwise, and the mixture is stirred at 110° C. for 12 hours. After the reaction is complete, the mixture is cooled to room temperature, mixed with 400 ml of sat... Starting materials: COC(C=1C(NC(CSCCCC2=CC=CC=C2)=O)=CC(=CC1)Cl)=O (4-chloro-N-(3-phenylpropylthio)acetyl-anthranilic acid methyl ester), hydrochloric acid ice, C[Si](C)(C)[N-][Si](C)(C)C.[Na+] (sodium bis-trimethylsilylamide). Solvent: O1CCCC1 (tetrahydrofuran), O1CCCC1 (tetrahydrofuran). Run at time 2 hour. Product: ClC1=CC=C2C(=C(C(NC2=C1)=O)SCCCC1=CC=CC=C1)O (7-chloro-4-hydroxy-3-(3-phenylpropylthio)-2(1H)-quinolone). RXN SMILES: C[O:2][C:3](=O)[C:4]1[C:5](=[CH:20][C:21]([Cl:24])=[CH:22][CH:23]=1)[NH:6][C:7](=[O:19])[CH2:8][S:9][CH2:10][CH2:11][CH2:12][C:13]1[CH:18]=[CH:17][CH:16]=[CH:15][CH:14]=1.C[Si]([N-][Si](C)(C)C)(C)C.[Na+]>O1CCCC1>[Cl:24][C:21]1[CH:20]=[C:5]2[C:4]([C:3]([OH:2])=[C:8]([S:9][CH2:10][CH2:11][CH2:12][C:13]3[CH:18]=[CH:17][CH:16]=[CH:15][CH:14]=3)[C:7](=[O:19])[NH:6]2)=[CH:23][CH:22]=1 |f:1.2|. Reported procedure: 2 g (5.3 mmol) of 4-chloro-N-(3-phenylpropylthio)acetyl-anthranilic acid methyl ester are placed in 20 ml of tetrahydrofuran at 0°. A 1-molar tetrahydrofuran solution of sodium bis-trimethylsilylamide is added dropwise thereto. The mixture is then stirred for 20 minutes at 0° and for 2 hours at room temperature. The reaction mixture is poured into 200 ml of 2N hydrochloric acid/ice and the resulting white suspension is filtered off. The resulting colourless crystals are made into a suspension in... The reactants are O=C([O-])[O-], CC1(C)OCC(CCn2ccc(=O)[nH]c2=O)CO1, Cl, [K+], [K+]. Yields the product O=c1ccn(CCC(CO)CO)c(=O)[nH]1. As a reaction SMILES: [C:19](=[O:20])([O-:21])[O-:22].[CH3:1][C:2]1([CH3:18])[O:3][CH2:4][CH:5]([CH2:8][CH2:9][n:10]2[c:11](=[O:17])[nH:12][c:13](=[O:16])[cH:14][cH:15]2)[CH2:6][O:7]1.[ClH:25].[K+:23].[K+:24]>>[OH:3][CH2:4][CH:5]([CH2:6][OH:7])[CH2:8][CH2:9][n:10]1[c:11](=[O:17])[nH:12][c:13](=[O:16])[cH:14][cH:15]1. Starting materials: [Al+3], N#Cc1cccc(CC(=O)O)c1, ClCCl, [Cl-], [Cl-], [Cl-], O, O=S(Cl)Cl, CCCCCCCc1ccccc1. The product is CCCCCCCc1ccc(C(=O)Cc2cccc(C#N)c2)cc1. Reaction SMILES: [Al+3:18].[C:1](#[N:2])[c:3]1[cH:4][c:5]([CH2:9][C:10](=[O:11])[OH:12])[cH:6][cH:7][cH:8]1.[CH2:34]([Cl:35])[Cl:36].[Cl-:17].[Cl-:19].[Cl-:20].[OH2:37].[S:13]([Cl:14])([Cl:15])=[O:16].[c:21]1([CH2:27][CH2:28][CH2:29][CH2:30][CH2:31][CH2:32][CH3:33])[cH:22][cH:23][cH:24][cH:25][cH:26]1>>[C:1](#[N:2])[c:3]1[cH:4][c:5]([CH2:9][C:10](=[O:12])[c:24]2[cH:23][cH:22][c:21]([CH2:27][CH2:28][CH2:29][CH2:30][CH2:31][CH2:32][CH3:33])[cH:26][cH:25]2)[cH:6][cH:7][cH:8]1. The reactants are CI (methyl iodide), O (water), [H-].[Na+] (Sodium hydride), FC1=CC=2C3=C(NC2C=C1)CCNC3=O (8-fluoro-2,3,4,5-tetrahydro-1H-pyrido[4,3-b]indol-1-one). The solvent is CN(C)C=O (DMF), CN(C)C=O (DMF). Reaction conditions: time 15 minute. The product is FC1=CC=2C3=C(N(C2C=C1)C)CCNC3=O (8-Fluoro-2,3,4,5-tetrahydro-5-methyl-1H-pyrido[4,3-b]indol-1-one). As a reaction SMILES: [H-].[Na+].[F:3][C:4]1[CH:12]=[CH:11][C:10]2[NH:9][C:8]3[CH2:13][CH2:14][NH:15][C:16](=[O:17])[C:7]=3[C:6]=2[CH:5]=1.[CH3:18]I.O>CN(C=O)C>[F:3][C:4]1[CH:12]=[CH:11][C:10]2[N:9]([CH3:18])[C:8]3[CH2:13][CH2:14][NH:15][C:16](=[O:17])[C:7]=3[C:6]=2[CH:5]=1 |f:0.1|. Reported procedure: Sodium hydride (60% dispersion in oil; 196 mg) was added to a stirred solution of 8-fluoro-2,3,4,5-tetrahydro-1H-pyrido[4,3-b]indol-1-one (500 mg) in dry DMF (20 ml) at 21° under nitrogen. After 15 min, the solution was cooled (0°) and a 10% (v/v) solution of methyl iodide in DMF (1.6 ml) was added dropwise. After 10 min, water (150 ml) was added and the mixture was extracted with ethyl acetate (3×50 ml). The combined organic extracts were washed with water (3×50 ml), then brine (100 ml) and eva... Reactants: CC(C)C(C(CCCC)=O)(C1=CC=CC=C1)Br (2-methyl-3-bromo-3-phenyloctan-4-one), O (water), [Cl-].[Li+] (Lithium chloride). Solvent: CN(C)C=O (DMF). Conditions: temperature 130 celsius. Product: petroleum ether diethyl ether, CC(C)=C(C(CCCC)=O)C1=CC=CC=C1 (2-methyl-3-phenyloct-2-en-4-one). Isolated yield 46.0%. RXN SMILES: [CH3:1][CH:2]([C:4](Br)([C:11]1[CH:16]=[CH:15][CH:14]=[CH:13][CH:12]=1)[C:5](=[O:10])[CH2:6][CH2:7][CH2:8][CH3:9])[CH3:3].[Cl-].[Li+].O>CN(C=O)C>[CH3:1][C:2](=[C:4]([C:11]1[CH:16]=[CH:15][CH:14]=[CH:13][CH:12]=1)[C:5](=[O:10])[CH2:6][CH2:7][CH2:8][CH3:9])[CH3:3] |f:1.2|. Procedure details: The crude 2-methyl-3-bromo-3-phenyloctan-4-one (intermediate IIb-1) was dissolved in magnetically stirred anhydrous DMF (35 ml) under a nitrogen atmosphere. Lithium chloride (3.2 gram, 0.075 mol) was added and the resulting mixture was heated at 130° C. for 90 minutes. The resulting mixture was allowed to attain room temperature and was subsequently poured into water and extracted with diethyl ether. The organic layer was separated and washed with water (4 portions). The organic layer was dried ... Starting materials: O (water), NC1=C(C=CC(=C1)Br)CCNS(=O)(=O)C1=C(C=CC(=C1)C#N)OC (N-[2-(2-amino-4-bromo-phenyl)ethyl]-5-cyano-2-methoxybenzenesulfonamide), BrCC(=O)OCC (ethyl bromoacetate), C(C)(C)N(C(C)C)CC (N,N-diisopropylethylamine). Solvent: CN(C=O)C (N,N-dimethylformamide). Yields the product BrC=1C=CC(=C(C1)NCC(=O)OCC)CCNS(=O)(=O)C1=C(C=CC(=C1)C#N)OC (ethyl [5-bromo-2-[2-(5-cyano-2-methoxybenzenesulfonylamino) ethyl]phenylamino]acetate). RXN SMILES: [NH2:1][C:2]1[CH:7]=[C:6]([Br:8])[CH:5]=[CH:4][C:3]=1[CH2:9][CH2:10][NH:11][S:12]([C:15]1[CH:20]=[C:19]([C:21]#[N:22])[CH:18]=[CH:17][C:16]=1[O:23][CH3:24])(=[O:14])=[O:13].Br[CH2:26][C:27]([O:29][CH2:30][CH3:31])=[O:28].C(N(CC)C(C)C)(C)C.O>CN(C)C=O>[Br:8][C:6]1[CH:5]=[CH:4][C:3]([CH2:9][CH2:10][NH:11][S:12]([C:15]2[CH:20]=[C:19]([C:21]#[N:22])[CH:18]=[CH:17][C:16]=2[O:23][CH3:24])(=[O:14])=[O:13])=[C:2]([NH:1][CH2:26][C:27]([O:29][CH2:30][CH3:31])=[O:28])[CH:7]=1. Reported procedure: A solution of 12.38 g of N-[2-(2-amino-4-bromo-phenyl)ethyl]-5-cyano-2-methoxybenzenesulfonamide, 3.68 mL of ethyl bromoacetate, and 7.88 mL of N,N-diisopropylethylamine in 100 mL of N,N-dimethylformamide was stirred at 55° C. for 16 hours. To the reaction mixture was added water, and the mixture was extracted with ethyl acetate. The organic layer was washed with water, and brine, and dried over anhydrous magnesium sulfate. The solvent was removed under reduced pressure, and the residue was puri...